Dataset: the Open Reaction Database (ORD), a public repository of structured organic reaction records. Task: describe an organic reaction: reactants, conditions, products, and yield Product: N1C(C=CC2=CC=CC=C12)=O (1H-quinolin-2-one). Run in C1(=CC=CC=C1)C (toluene), C1CCOC1 (THF), C1CCOC1 (THF). Conditions: temperature 1 celsius. Starting materials: solution, CB1OC([C@@H]2N1CCC2)(C2=CC=CC=C2)C2=CC=CC=C2 ((R)-tetrahydro-1-methyl-3,3-diphenyl-(1H,3H)-pyrrolo[1,2-c][1,3,2]-oxazaborole), solution, C1(=CC=CC=C1)COC=1C=CC(=C2C=CC(NC12)=O)C(CCl)=O (8-(phenylmethoxy)-5-(α-chloroacetyl)-(1H)-quinolin-2-one). Procedure: A dry 3 L, 4-necked flask equipped with a mechanical stirrer, thermometer, addition funnel and refluxing condenser is charged with 50 g 8-(phenylmethoxy)-5-(α-chloroacetyl)-(1H)-quinolin-2-one and 600 mL dry THF under N2. Then 15 mL of a 1 molar solution of (R)-tetrahydro-1-methyl-3,3-diphenyl-(1H,3H)-pyrrolo[1,2-c][1,3,2]-oxazaborole in toluene was added. The mixture was cooled to an internal temperature of 0-2° C. and while maintaining an internal temperature of 0-2° C., 153 mL of a 1 molar so... As a reaction SMILES: C1(CO[C:9]2[CH:10]=[CH:11][C:12](C(=O)CCl)=[C:13]3[C:18]=2[NH:17][C:16](=[O:19])[CH:15]=[CH:14]3)C=CC=CC=1.CB1N2CCC[C@@H]2C(C2C=CC=CC=2)(C2C=CC=CC=2)O1>C1(C)C=CC=CC=1.C1COCC1>[NH:17]1[C:18]2[C:13](=[CH:12][CH:11]=[CH:10][CH:9]=2)[CH:14]=[CH:15][C:16]1=[O:19]. The reactants are C(C)(=O)Cl (Acetyl chloride), FC(C(=O)O)(F)F.N[C@@H]1C[C@H](CC1)OC1=C(C=CC(=C1)F)NC=1C2=C(N=CN1)SC(=C2C)C(=O)N (4-[2-((1S,3S)-3-amino-cyclopentyloxy)-4-fluoro-phenylamino]-5-methyl-thieno[2,3-d]pyrimidine-6-carboxylic acid amide trifluoroacetate), CCN(C(C)C)C(C)C (DIPEA). Run in C(Cl)Cl (DCM). Run at time 4 hour. Yields the product C(C)(=O)N[C@@H]1C[C@H](CC1)OC1=C(C=CC(=C1)F)NC=1C2=C(N=CN1)SC(=C2C)C(=O)N (4-[2-((1S,3S)-3-Acetylamino-cyclopentyloxy)-4-fluoro-phenylamino]-5-methyl-thieno[2,3-d]pyrimidine-6-carboxylic acid amide). Reaction SMILES: [C:1](Cl)(=[O:3])[CH3:2].FC(F)(F)C(O)=O.[NH2:12][C@H:13]1[CH2:17][CH2:16][C@H:15]([O:18][C:19]2[CH:24]=[C:23]([F:25])[CH:22]=[CH:21][C:20]=2[NH:26][C:27]2[C:28]3[C:35]([CH3:36])=[C:34]([C:37]([NH2:39])=[O:38])[S:33][C:29]=3[N:30]=[CH:31][N:32]=2)[CH2:14]1.CCN(C(C)C)C(C)C>C(Cl)Cl>[C:1]([NH:12][C@H:13]1[CH2:17][CH2:16][C@H:15]([O:18][C:19]2[CH:24]=[C:23]([F:25])[CH:22]=[CH:21][C:20]=2[NH:26][C:27]2[C:28]3[C:35]([CH3:36])=[C:34]([C:37]([NH2:39])=[O:38])[S:33][C:29]=3[N:30]=[CH:31][N:32]=2)[CH2:14]1)(=[O:3])[CH3:2] |f:1.2|. Reported procedure: Acetyl chloride (21 μl) was added at 0° C. to a mixture of 4-[2-((1S,3S)-3-amino-cyclopentyloxy)-4-fluoro-phenylamino]-5-methyl-thieno[2,3-d]pyrimidine-6-carboxylic acid amide trifluoroacetate (cpd. 229, 206 mg) and DIPEA (348 μl) in DCM (25 ml) and stirred at rt for 4 hours. The reaction mixture was concentrated, diluted with water and extracted with DCM. The organic layer was dried, concentrated and the crude was purified by chromatography to give the desired product. Reactants: O=N[O-], Nc1cc(C(=O)O)cc(S(F)(F)(F)(F)F)c1, [Na+], O, O=S(=O)(O)O. RXN SMILES: [N:17](=[O:18])[O-:19].[NH2:1][c:2]1[cH:3][c:4]([C:5](=[O:6])[OH:7])[cH:8][c:9]([S:11]([F:12])([F:13])([F:14])([F:15])[F:16])[cH:10]1.[Na+:20].[OH2:26].[S:21](=[O:22])(=[O:23])([OH:24])[OH:25]>>[c:2]1([OH:18])[cH:3][c:4]([C:5](=[O:6])[OH:7])[cH:8][c:9]([S:11]([F:12])([F:13])([F:14])([F:15])[F:16])[cH:10]1. Product: O=C(O)c1cc(O)cc(S(F)(F)(F)(F)F)c1. Reactants: O=C1OC(=CN1)C(=O)O (2-Oxo-2,3-dihydrooxazole-5-carboxylic acid), NCCN1CCN(CC1)C(=O)OCC1=CC(=CC(=C1)Cl)Cl (3,5-Dichlorobenzyl 4-(2-aminoethyl)piperazine-1-carboxylate). The product is O=C1OC(=CN1)C(=O)NCCN1CCN(CC1)C(=O)OCC1=CC(=CC(=C1)Cl)Cl (3,5-Dichlorobenzyl 4-(2-(2-oxo-2,3-dihydrooxazole-5-carboxamido)ethyl)piperazine-1-carboxylate). Reaction SMILES: [O:1]=[C:2]1[NH:6][CH:5]=[C:4]([C:7]([OH:9])=O)[O:3]1.[NH2:10][CH2:11][CH2:12][N:13]1[CH2:18][CH2:17][N:16]([C:19]([O:21][CH2:22][C:23]2[CH:28]=[C:27]([Cl:29])[CH:26]=[C:25]([Cl:30])[CH:24]=2)=[O:20])[CH2:15][CH2:14]1>>[O:1]=[C:2]1[NH:6][CH:5]=[C:4]([C:7]([NH:10][CH2:11][CH2:12][N:13]2[CH2:18][CH2:17][N:16]([C:19]([O:21][CH2:22][C:23]3[CH:28]=[C:27]([Cl:29])[CH:26]=[C:25]([Cl:30])[CH:24]=3)=[O:20])[CH2:15][CH2:14]2)=[O:9])[O:3]1. Reported procedure: The title compound was prepared from 2-oxo-2,3-dihydrooxazole-5-carboxylic acid (Example 21 step 1) and 3,5-dichlorobenzyl 4-(2-aminoethyl)piperazine-1-carboxylate (step 2) analogously to Example 15 step 3; Procedure details: A solution of 2-guanidino-4-(3-aminocyclohexyl)thiazole (0.5 g.) in boiling acetonitrile (25 ml.) was treated with 1,1-di(methylthio)-2-nitroethylene (0.35 g.) and the mixture heated under reflux for 7 hours. The reaction mixture was evaporated to dryness and the residue crystallised from methanol to give 1-[3-(2-guanidinothiazol-4-yl)cyclohexylamino]-1-methylthio-2-nitroethylene (0.5 g.) as a yellow solid. The n.m.r. spectrum in d6 dimethylsulphoxide included signals at 1.2-2.2(m) 3.3(s), 3.7(m... The reactants are N(C(=N)N)C=1SC=C(N1)C1CC(CCC1)N (2-guanidino-4-(3-aminocyclohexyl)thiazole), CSC(=C[N+](=O)[O-])SC (1,1-di(methylthio)-2-nitroethylene). As a reaction SMILES: [NH:1]([C:5]1[S:6][CH:7]=[C:8]([CH:10]2[CH2:15][CH2:14][CH2:13][CH:12]([NH2:16])[CH2:11]2)[N:9]=1)[C:2]([NH2:4])=[NH:3].[CH3:17][S:18][C:19](SC)=[CH:20][N+:21]([O-:23])=[O:22]>C(#N)C>[NH:1]([C:5]1[S:6][CH:7]=[C:8]([CH:10]2[CH2:15][CH2:14][CH2:13][CH:12]([NH:16][C:19]([S:18][CH3:17])=[CH:20][N+:21]([O-:23])=[O:22])[CH2:11]2)[N:9]=1)[C:2]([NH2:4])=[NH:3]. The solvent is C(C)#N (acetonitrile). The yield is 67.1%. Yields the product N(C(=N)N)C=1SC=C(N1)C1CC(CCC1)NC(=C[N+](=O)[O-])SC (1-[3-(2-guanidinothiazol-4-yl)cyclohexylamino]-1-methylthio-2-nitroethylene).